From a dataset of the Open Reaction Database (ORD), a public repository of structured organic reaction records. describe an organic reaction: reactants, conditions, products, and yield Starting materials: [Al+3], O=C([O-])[O-], [H-], [H-], [H-], [H-], [K+], [K+], [Li+], N#CCOC1CCCCO1, C1CCOC1. Product: NCCOC1CCCCO1. Reaction SMILES: [Al+3:12].[C:17](=[O:18])([O-:19])[O-:20].[H-:11].[H-:14].[H-:15].[H-:16].[K+:21].[K+:22].[Li+:13].[O:1]1[CH:2]([O:7][CH2:8][C:9]#[N:10])[CH2:3][CH2:4][CH2:5][CH2:6]1.[O:23]1[CH2:24][CH2:25][CH2:26][CH2:27]1>>[O:1]1[CH:2]([O:7][CH2:8][CH2:9][NH2:10])[CH2:3][CH2:4][CH2:5][CH2:6]1. As a reaction SMILES: [CH3:1][S:2]([C:5]1[CH:10]=[CH:9][C:8]([C:11]2[CH:12]=[C:13]3[CH2:19][C@:18]([CH:21]4[CH2:26][CH2:25][N:24]([C:27]#[N:28])[CH2:23][CH2:22]4)([CH3:20])[O:17][C:14]3=[CH:15][N:16]=2)=[CH:7][CH:6]=1)(=[O:4])=[O:3].[OH:29][NH:30][C:31](=N)[CH:32]([CH3:34])[CH3:33]>>[CH:32]([C:31]1[N:28]=[C:27]([N:24]2[CH2:23][CH2:22][CH:21]([C@@:18]3([CH3:20])[O:17][C:14]4=[CH:15][N:16]=[C:11]([C:8]5[CH:9]=[CH:10][C:5]([S:2]([CH3:1])(=[O:3])=[O:4])=[CH:6][CH:7]=5)[CH:12]=[C:13]4[CH2:19]3)[CH2:26][CH2:25]2)[O:29][N:30]=1)([CH3:34])[CH3:33]. Procedure details: The title compound is prepared from (S)-4-[5-(4-methanesulfonyl-phenyl)-2-methyl-2,3-dihydro-furo[2,3-c]pyridin-2-yl]-piperidine-1-carbonitrile (Intermediate 33; the configuration of the stereocenter is arbitrarily assigned) and N-hydroxy-isobutyramidine following a procedure analogous to that described in Example 2. LC (method 4): tR=1.13 min; Mass spectrum (ESI+): m/z=483 [M+H]+. Product: C(C)(C)C1=NOC(=N1)N1CCC(CC1)[C@@]1(CC=2C(=CN=C(C2)C2=CC=C(C=C2)S(=O)(=O)C)O1)C ((S)-2-[1-(3-Isopropyl-[1,2,4]oxadiazol-5-yl)-piperidin-4-yl]-5-(4-methanesulfonyl-phenyl)-2-methyl-2,3-dihydro-furo[2,3-c]pyridine). Starting materials: CS(=O)(=O)C1=CC=C(C=C1)C=1C=C2C(=CN1)O[C@](C2)(C)C2CCN(CC2)C#N ((S)-4-[5-(4-methanesulfonyl-phenyl)-2-methyl-2,3-dihydro-furo[2,3-c]pyridin-2-yl]-piperidine-1-carbonitrile), Intermediate 33, ONC(C(C)C)=N (N-hydroxy-isobutyramidine). Starting materials: three, BrC=1C=C(C=CC1)CNC(=O)C1=CC(=CC(=C1)C)C(=O)NCC=1C(=C2C(=NC1CC)N(N=C2)CC)NC2CCOCC2 (N-[(3-Bromophenyl)methyl]-N′-{[1,6-diethyl-4-(tetrahydro-2H-pyran-4-ylamino)-1H-pyrazolo[3,4-b]pyridin-5-yl]methyl}-5-methyl-1,3-benzenedicarboxamide), C(=O)C=1C=C(C=CC1)B(O)O ((3-formylphenyl)boronic acid), C([O-])([O-])=O.[K+].[K+] (potassium carbonate). The reagents and catalysts are C=1C=CC(=CC1)[P](C=2C=CC=CC2)(C=3C=CC=CC3)[Pd]([P](C=4C=CC=CC4)(C=5C=CC=CC5)C=6C=CC=CC6)([P](C=7C=CC=CC7)(C=8C=CC=CC8)C=9C=CC=CC9)[P](C=1C=CC=CC1)(C=1C=CC=CC1)C=1C=CC=CC1 (Pd(Ph3P)4). Solvent: O1CCOCC1 (1,4-dioxane), C(Cl)Cl (DCM), O (water). Product: C(C)N1N=CC=2C1=NC(=C(C2NC2CCOCC2)CNC(=O)C2=CC(=CC(=C2)C)C(=O)NCC=2C=C(C=CC2)C2=CC(=CC=C2)C=O)CC (N-{[1,6-diethyl-4-(tetrahydro-2H-pyran-4-ylamino)-1H-pyrazolo[3,4-b]pyridin-5-yl]methyl}-N′-[(3′-formyl-3-biphenylyl)methyl]-5-methyl-1,3-benzenedicarboxamide). The yield is 67.2%. RXN SMILES: Br[C:2]1[CH:3]=[C:4]([CH2:8][NH:9][C:10]([C:12]2[CH:17]=[C:16]([CH3:18])[CH:15]=[C:14]([C:19]([NH:21][CH2:22][C:23]3[C:24]([NH:36][CH:37]4[CH2:42][CH2:41][O:40][CH2:39][CH2:38]4)=[C:25]4[CH:33]=[N:32][N:31]([CH2:34][CH3:35])[C:26]4=[N:27][C:28]=3[CH2:29][CH3:30])=[O:20])[CH:13]=2)=[O:11])[CH:5]=[CH:6][CH:7]=1.[CH:43]([C:45]1[CH:46]=[C:47](B(O)O)[CH:48]=[CH:49][CH:50]=1)=[O:44].C(=O)([O-])[O-].[K+].[K+]>O1CCOCC1.O.C(Cl)Cl.C1C=CC([P]([Pd]([P](C2C=CC=CC=2)(C2C=CC=CC=2)C2C=CC=CC=2)([P](C2C=CC=CC=2)(C2C=CC=CC=2)C2C=CC=CC=2)[P](C2C=CC=CC=2)(C2C=CC=CC=2)C2C=CC=CC=2)(C2C=CC=CC=2)C2C=CC=CC=2)=CC=1>[CH2:34]([N:31]1[C:26]2=[N:27][C:28]([CH2:29][CH3:30])=[C:23]([CH2:22][NH:21][C:19]([C:14]3[CH:15]=[C:16]([CH3:18])[CH:17]=[C:12]([C:10]([NH:9][CH2:8][C:4]4[CH:3]=[C:2]([C:49]5[CH:48]=[CH:47][CH:46]=[C:45]([CH:43]=[O:44])[CH:50]=5)[CH:7]=[CH:6][CH:5]=4)=[O:11])[CH:13]=3)=[O:20])[C:24]([NH:36][CH:37]3[CH2:42][CH2:41][O:40][CH2:39][CH2:38]3)=[C:25]2[CH:33]=[N:32]1)[CH3:35] |f:2.3.4,^1:73,75,94,113|. Procedure details: N-[(3-Bromophenyl)methyl]-N′-{[1,6-diethyl-4-(tetrahydro-2H-pyran-4-ylamino)-1H-pyrazolo[3,4-b]pyridin-5-yl]methyl}-5-methyl-1,3-benzenedicarboxamide (0.825 g, 1.302 mmol), (3-formylphenyl)boronic acid (0.195 g, 1.302 mmol), potassium carbonate (0.540 g, 3.91 mmol), and Pd(Ph3P)4 (0.075 g, 0.065 mmol) were divided into 3 portions and added to three 2-5 mL Biotage microwave vials in 1,4-dioxane (3 mL) and water (1 mL). The vials were capped and the mixtures were microwaved at normal power in the ... The reactants are C[Si](C)(C)CCOCn1ccc(Nc2cccc(CN3CCN(C(=O)c4cccc(Cl)c4F)CC3)n2)n1, O=C([O-])C(F)(F)F, O. Product: O=C(c1cccc(Cl)c1F)N1CCN(Cc2cccc(Nc3cc[nH]n3)n2)CC1. Reaction SMILES: [Cl:1][c:2]1[c:3]([F:37])[c:4]([C:5](=[O:6])[N:7]2[CH2:8][CH2:9][N:10]([CH2:13][c:14]3[cH:15][cH:16][cH:17][c:18]([NH:20][c:21]4[n:22][n:23]([CH2:26][O:27][CH2:28][CH2:29][Si:30]([CH3:31])([CH3:32])[CH3:33])[cH:24][cH:25]4)[n:19]3)[CH2:11][CH2:12]2)[cH:34][cH:35][cH:36]1.[O-:39][C:40]([C:41]([F:42])([F:43])[F:44])=[O:45].[OH2:38]>>[Cl:1][c:2]1[c:3]([F:37])[c:4]([C:5](=[O:6])[N:7]2[CH2:8][CH2:9][N:10]([CH2:13][c:14]3[cH:15][cH:16][cH:17][c:18]([NH:20][c:21]4[n:22][nH:23][cH:24][cH:25]4)[n:19]3)[CH2:11][CH2:12]2)[cH:34][cH:35][cH:36]1. Reactants: COC1=CC=CC2=C1C(CO2)NC2=NC1=CC=C(C=C1C=C2)N (rac-N2-(4-Methoxy-2,3-dihydro-benzofuran-3-yl)-quinoline-2,6-diamine), CN1CCN(CC1)CC(=O)O ((4-methyl-piperazin-1-yl)-acetic acid). Yields the product COC1=CC=CC2=C1C(CO2)NC2=NC1=CC=C(C=C1C=C2)NC(CN2CCN(CC2)C)=O (rac-N-[2-(4-Methoxy-2,3-dihydro-benzofuran-3-ylamino)-quinolin-6-yl]-2-(4-methyl-piperazin-1-yl)-acetamide), solid. Isolated yield 96.0%. As a reaction SMILES: [CH3:1][O:2][C:3]1[C:8]2[CH:9]([NH:12][C:13]3[CH:22]=[CH:21][C:20]4[C:15](=[CH:16][CH:17]=[C:18]([NH2:23])[CH:19]=4)[N:14]=3)[CH2:10][O:11][C:7]=2[CH:6]=[CH:5][CH:4]=1.[CH3:24][N:25]1[CH2:30][CH2:29][N:28]([CH2:31][C:32](O)=[O:33])[CH2:27][CH2:26]1>>[CH3:1][O:2][C:3]1[C:8]2[CH:9]([NH:12][C:13]3[CH:22]=[CH:21][C:20]4[C:15](=[CH:16][CH:17]=[C:18]([NH:23][C:32](=[O:33])[CH2:31][N:28]5[CH2:29][CH2:30][N:25]([CH3:24])[CH2:26][CH2:27]5)[CH:19]=4)[N:14]=3)[CH2:10][O:11][C:7]=2[CH:6]=[CH:5][CH:4]=1. Procedure: The title compound was prepared from rac-N2-(4-methoxy-2,3-dihydro-benzofuran-3-yl)-quinoline-2,6-diamine (Example 173) (150 mg, 0.59 mmol) and commercially available (4-methyl-piperazin-1-yl)-acetic acid (77 mg, 0.68 mmol) in accordance with the general method 14 described in example 119 and was obtained as an off-white solid (210 mg, 96%); MS: m/e=448.3 (M+H+). Starting materials: CC(=O)OC1C=CC(Oc2nc(N3CCN(C(=O)OCc4ccccc4)CC3)nc3ccccc23)C1, CC(C)=O, [Na+], [OH-]. Yields the product O=C(OCc1ccccc1)N1CCN(c2nc(OC3C=CC(O)C3)c3ccccc3n2)CC1. As a reaction SMILES: [C:1](=[O:2])([CH3:3])[O:4][CH:5]1[CH:6]=[CH:7][CH:8]([O:10][c:11]2[n:12][c:13]([N:21]3[CH2:22][CH2:23][N:24]([C:27](=[O:28])[O:29][CH2:30][c:31]4[cH:32][cH:33][cH:34][cH:35][cH:36]4)[CH2:25][CH2:26]3)[n:14][c:15]3[cH:16][cH:17][cH:18][cH:19][c:20]23)[CH2:9]1.[CH3:39][C:40](=[O:41])[CH3:42].[Na+:38].[OH-:37]>>[OH:4][CH:5]1[CH:6]=[CH:7][CH:8]([O:10][c:11]2[n:12][c:13]([N:21]3[CH2:22][CH2:23][N:24]([C:27](=[O:28])[O:29][CH2:30][c:31]4[cH:32][cH:33][cH:34][cH:35][cH:36]4)[CH2:25][CH2:26]3)[n:14][c:15]3[cH:16][cH:17][cH:18][cH:19][c:20]23)[CH2:9]1. Reactants: COc1ccc(C(C)(C)C)cc1NC(=O)Nc1ccc(C)cc1[N+](=O)[O-], CCO. Product: COc1ccc(C(C)(C)C)cc1NC(=O)Nc1ccc(C)cc1N. RXN SMILES: [C:1]([CH3:2])([CH3:3])([CH3:4])[c:5]1[cH:6][cH:7][c:8]([O:25][CH3:26])[c:9]([NH:11][C:12](=[O:13])[NH:14][c:15]2[c:16]([N+:22]([O-:23])=[O:24])[cH:17][c:18]([CH3:21])[cH:19][cH:20]2)[cH:10]1.[CH3:27][CH2:28][OH:29]>>[C:1]([CH3:2])([CH3:3])([CH3:4])[c:5]1[cH:6][cH:7][c:8]([O:25][CH3:26])[c:9]([NH:11][C:12](=[O:13])[NH:14][c:15]2[c:16]([NH2:22])[cH:17][c:18]([CH3:21])[cH:19][cH:20]2)[cH:10]1. Reactants: COC(C)(OC)C1=CC=C(C=C1)C1(CCC(CC1)(C)C)O (1-[4-(1,1-dimethoxyethyl)phenyl]-4,4-dimethylcyclohexanol), [I-].[Na+] (sodium iodide), C(C)#N (acetonitrile), [Cl-].Cl[Si](C)(C)C (chlorotrimethylsilane chloride), C(C)#N (acetonitrile). Run in ClCCl (dichloromethane), C(C)(=O)O (acetic acid). Reaction conditions: temperature 30 celsius, time 12 hour. Product: CC1(CC=C(CC1)C1=CC=C(C=C1)C(C)=O)C (1-[4-(4,4-Dimethylcyclohex-1-enyl)phenyl]ethanone). RXN SMILES: C[O:2][C:3]([C:7]1[CH:12]=[CH:11][C:10]([C:13]2(O)[CH2:18][CH2:17][C:16]([CH3:20])([CH3:19])[CH2:15][CH2:14]2)=[CH:9][CH:8]=1)(OC)[CH3:4].[I-].[Na+].C(#N)C.[Cl-].Cl[Si](C)(C)C>ClCCl.C(O)(=O)C>[CH3:19][C:16]1([CH3:20])[CH2:17][CH2:18][C:13]([C:10]2[CH:9]=[CH:8][C:7]([C:3](=[O:2])[CH3:4])=[CH:12][CH:11]=2)=[CH:14][CH2:15]1 |f:1.2,4.5|. Procedure details: 99.32 g of 1-[4-(1,1-dimethoxyethyl)phenyl]-4,4-dimethylcyclohexanol in 300 ml of dichloromethane, and 151 g of sodium iodide are added to 600 ml of acetonitrile, under an inert atmosphere, and the reaction mixture is heated to 30° C. 102 ml of chlorotrimethylsilane chloride are added, followed, at 65° C., by portionwise addition of a mixture of 300 ml of acetonitrile and 47 ml of acetic acid, and the reaction mixture is stirred for 12 hours at room temperature. The reaction mixture is filtered ... The reactants are CSc1ncnn2ccc(CN3CCC(NC(=O)OC(C)(C)C)CC3)c12, Cc1ccccc1, CCOC(C)=O, Nc1ccc(F)c(Cl)c1, Cl[Hg]Cl. Yields the product CC(C)(C)OC(=O)NC1CCN(Cc2ccn3ncnc(Nc4ccc(F)c(Cl)c4)c23)CC1. As a reaction SMILES: [C:1]([CH3:2])([CH3:3])([CH3:4])[O:5][C:6]([NH:7][CH:8]1[CH2:9][CH2:10][N:11]([CH2:14][c:15]2[cH:16][cH:17][n:18]3[n:19][cH:20][n:21][c:22]([S:24][CH3:25])[c:23]23)[CH2:12][CH2:13]1)=[O:26].[CH3:36][c:37]1[cH:38][cH:39][cH:40][cH:41][cH:42]1.[CH3:43][CH2:44][O:45][C:46]([CH3:47])=[O:48].[Cl:27][c:28]1[cH:29][c:30]([NH2:35])[cH:31][cH:32][c:33]1[F:34].[Hg:49]([Cl:50])[Cl:51]>>[C:1]([CH3:2])([CH3:3])([CH3:4])[O:5][C:6]([NH:7][CH:8]1[CH2:9][CH2:10][N:11]([CH2:14][c:15]2[cH:16][cH:17][n:18]3[n:19][cH:20][n:21][c:22]([NH:35][c:30]4[cH:29][c:28]([Cl:27])[c:33]([F:34])[cH:32][cH:31]4)[c:23]23)[CH2:12][CH2:13]1)=[O:26].